The task is: describe an organic reaction: reactants, conditions, products, and yield. This data is from the Open Reaction Database (ORD), a public repository of structured organic reaction records. Starting materials: (S,R)-cis-aminoindanol, FC(C=1C=C(C=C(C1)C(F)(F)F)C(C)=O)(F)F (1-(3,5-Bis(trifluoromethyl)phenyl)ethan-1-one). Reagents/catalysts: [Ru] (ruthenium). The solvent is CC(C)O (IPA). Yields the product FC(C=1C=C(C=C(C1)C(F)(F)F)[C@@H](C)O)(F)F ((R)-1-(3,5-Bis(trifluoromethyl)phenyl)ethan-1-ol). Isolated yield 75.0%. RXN SMILES: [F:1][C:2]([F:17])([F:16])[C:3]1[CH:4]=[C:5]([C:13](=[O:15])[CH3:14])[CH:6]=[C:7]([C:9]([F:12])([F:11])[F:10])[CH:8]=1>[Ru].CC(O)C>[F:1][C:2]([F:16])([F:17])[C:3]1[CH:4]=[C:5]([C@H:13]([OH:15])[CH3:14])[CH:6]=[C:7]([C:9]([F:10])([F:11])[F:12])[CH:8]=1. Reported procedure: The ruthenium salt [RuCl2(P-Cymene)]2 and (S,R)-cis-aminoindanol were added to IPA at RT and aged 0.5 h. The solution generally turned bright yellow-orange over the age period. 1-(3,5-Bis(trifluoromethyl)phenyl)ethan-1-one was added and the reaction was degassed under vacuum. Base was then added and the reaction was aged until >98% complete by HPLC (4-6h). The reaction was then quenched by pouring it into 1 N HCl and extracted with heptane (2×10.5 L) and washed with 15 L brine. 1,4-Diazabicyclo[... Starting materials: C(C1=CC=CC=C1)OC(C[C@H](CN(C)C)NC(CCCCCCCCN(C1=CC=CC=C1)C)=O)=O ((R)-4-dimethylamino-3-[9-(methyl-phenyl-amino)-nonanoylamino]-butyric acid benzyl ester), CN(C[C@@H](CC(=O)O)NC(CCCCCCCCN(CCC1=CC=CC=C1)C)=O)C ((R)-4-dimethylamino-3-[9-(methyl-phenethyl-amino)-nonanoylamino]-butyric acid). Yields the product CN(C[C@@H](CC(=O)O)NC(CCCCCCCCN(C1=CC=CC=C1)C)=O)C ((R)-4-Dimethylamino-3-[9-(methyl-phenyl-amino)-nonanoylamino]-butyric acid). As a reaction SMILES: C([O:8][C:9](=[O:35])[CH2:10][C@@H:11]([NH:16][C:17](=[O:34])[CH2:18][CH2:19][CH2:20][CH2:21][CH2:22][CH2:23][CH2:24][CH2:25][N:26]([CH3:33])[C:27]1[CH:32]=[CH:31][CH:30]=[CH:29][CH:28]=1)[CH2:12][N:13]([CH3:15])[CH3:14])C1C=CC=CC=1.CN(C)C[C@H](NC(=O)CCCCCCCCN(C)CCC1C=CC=CC=1)CC(O)=O>>[CH3:15][N:13]([CH3:14])[CH2:12][C@H:11]([NH:16][C:17](=[O:34])[CH2:18][CH2:19][CH2:20][CH2:21][CH2:22][CH2:23][CH2:24][CH2:25][N:26]([CH3:33])[C:27]1[CH:32]=[CH:31][CH:30]=[CH:29][CH:28]=1)[CH2:10][C:9]([OH:35])=[O:8]. Procedure: Hydrogenation of (R)-4-dimethylamino-3-[9-(methyl-phenyl-amino)-nonanoylamino]-butyric acid benzyl ester in analogy with example 1, step 4 produced (R)-4-dimethylamino-3-[9-(methyl-phenethyl-amino)-nonanoylamino]-butyric acid. White solid, m/e=392.3 ([M+H]+). The reactants are CCO, N#Cc1cccc(C(F)(F)F)c1NC1CCCCC1, [H][H]. Yields the product NCc1cccc(C(F)(F)F)c1NC1CCCCC1. Reaction SMILES: [CH3:22][CH2:23][OH:24].[CH:3]1([NH:9][c:10]2[c:11]([C:12]#[N:13])[cH:14][cH:15][cH:16][c:17]2[C:18]([F:19])([F:20])[F:21])[CH2:4][CH2:5][CH2:6][CH2:7][CH2:8]1.[H:1][H:2]>>[CH:3]1([NH:9][c:10]2[c:11]([CH2:12][NH2:13])[cH:14][cH:15][cH:16][c:17]2[C:18]([F:19])([F:20])[F:21])[CH2:4][CH2:5][CH2:6][CH2:7][CH2:8]1. Reactants: CC=1N(C=CN1)C1=C(C=C(C=C1)[N+](=O)[O-])C(F)(F)F (2-methyl-1-(4-nitro-2-trifluoromethyl-phenyl)-1H-imidazole). Reagents/catalysts: [Ni] (Ni). Run in CO (MeOH). The product is CC=1N(C=CN1)C1=C(C=C(C=C1)N)C(F)(F)F (4-(2-Methyl-imidazol-1-yl)-3-trifluoromethyl-phenylamine). As a reaction SMILES: [CH3:1][C:2]1[N:3]([C:7]2[CH:12]=[CH:11][C:10]([N+:13]([O-])=O)=[CH:9][C:8]=2[C:16]([F:19])([F:18])[F:17])[CH:4]=[CH:5][N:6]=1>CO.[Ni]>[CH3:1][C:2]1[N:3]([C:7]2[CH:12]=[CH:11][C:10]([NH2:13])=[CH:9][C:8]=2[C:16]([F:19])([F:17])[F:18])[CH:4]=[CH:5][N:6]=1. Procedure details: The title compound is generated from 2-methyl-1-(4-nitro-2-trifluoromethyl-phenyl)-1H-imidazole (Stage 152.2) by hydrogenation in the presence of Raney-Ni in MeOH during 14 h at rt: Rf (MeOH/CH2Cl2=1:5): 0.42; M+H=242.0; m.p.=217-219° C. RXN SMILES: Cl[C:2]1[N:7]=[C:6]([O:8][CH3:9])[C:5]([N+:10]([O-:12])=[O:11])=[CH:4][CH:3]=1.[CH3:13][S-:14].[Na+]>C(#N)C.CN(C=O)C>[CH3:9][O:8][C:6]1[C:5]([N+:10]([O-:12])=[O:11])=[CH:4][CH:3]=[C:2]([S:14][CH3:13])[N:7]=1 |f:1.2,3.4|. Run in C(C)#N.CN(C)C=O (acetonitrile DMF). Reported procedure: To a solution of 6-chloro-2-methoxy-3-nitropyridine (300 mg, 1.591 mmol) in acetonitrile/DMF (2:1, 3 mL) was added sodium thiomethoxide (133 mg, 1.91 mmol). The reaction mixture was stirred at room temperature for 18 hours and then concentrated in vacuo. The residue was partitioned between water (30 mL) and EtOAc (30 mL). The organic layer was dried (MgSO4) and concentrated in vacuo to give the title compound (290 mg, 91%). Starting materials: ClC1=CC=C(C(=N1)OC)[N+](=O)[O-] (6-chloro-2-methoxy-3-nitropyridine), C[S-].[Na+] (sodium thiomethoxide). Product: COC1=NC(=CC=C1[N+](=O)[O-])SC (2-methoxy-6-(methylthio)-3-nitropyridine). The yield is 91.0%. Run at time 18 hour. Yields the product COCCn1cc(C(=O)O)c2c(OC(F)(F)F)ccc(F)c21. As a reaction SMILES: [CH3:26][OH:27].[F:1][C:2]([C:3](=[O:4])[c:5]1[cH:6][n:7]([CH2:20][CH2:21][O:22][CH3:23])[c:8]2[c:9]([F:19])[cH:10][cH:11][c:12]([O:14][C:15]([F:16])([F:17])[F:18])[c:13]12)([F:24])[F:25].[Na+:29].[OH-:28]>>[C:3](=[O:4])([c:5]1[cH:6][n:7]([CH2:20][CH2:21][O:22][CH3:23])[c:8]2[c:9]([F:19])[cH:10][cH:11][c:12]([O:14][C:15]([F:16])([F:17])[F:18])[c:13]12)[OH:27]. Starting materials: CO, COCCn1cc(C(=O)C(F)(F)F)c2c(OC(F)(F)F)ccc(F)c21, [Na+], [OH-]. The reactants are BrC1=CC=C(C(C=O)=C1)O (5-bromosalicylaldehyde), C([O-])([O-])=O.[K+].[K+] (potassium carbonate), C(=O)C=C (acrolein). Run in O1CCOCC1 (1,4-dioxane). Product: BrC=1C=CC2=C(C=C(CO2)C=O)C1 (6-bromo-2H-1-benzopyran-3-carboxaldehyde). As a reaction SMILES: [Br:1][C:2]1[CH:9]=[C:6]([CH:7]=O)[C:5]([OH:10])=[CH:4][CH:3]=1.C(=O)([O-])[O-].[K+].[K+].[CH:17]([CH:19]=[CH2:20])=[O:18]>O1CCOCC1>[Br:1][C:2]1[CH:3]=[CH:4][C:5]2[O:10][CH2:20][C:19]([CH:17]=[O:18])=[CH:7][C:6]=2[CH:9]=1 |f:1.2.3|. Procedure: The starting material is prepared as follows: A mixture of 5-bromosalicylaldehyde (10.3 g, 51.1 mmol) and potassium carbonate (7.0 g, 51.1 mmol) in 30 ml of 1,4-dioxane is treated with acrolein (4.3 g, 76.6 mmol). The mixture is heated at reflux for 2 hours and allowed to cool. This is partitioned between ether and water, and separated. The aqueous layer is extracted once with ether, and the organic phases are combined, dried (MgSO4) and evaporated. Flash chromatography (silica gel, 8% ethyl ace... Starting materials: C1COCCO1, C=CCn1c(=O)cc(OC)c2ccc(F)cc21, [O-][I+3]([O-])([O-])[O-], [Na+], O. Product: COc1cc(=O)n(CC=O)c2cc(F)ccc12. As a reaction SMILES: [CH2:25]1[O:26][CH2:27][CH2:28][O:29][CH2:30]1.[F:1][c:2]1[cH:3][cH:4][c:5]2[c:6]([O:16][CH3:17])[cH:7][c:8](=[O:15])[n:9]([CH2:12][CH:13]=[CH2:14])[c:10]2[cH:11]1.[I+3:18]([O-:19])([O-:20])([O-:21])[O-:22].[Na+:23].[OH2:24]>>[F:1][c:2]1[cH:3][cH:4][c:5]2[c:6]([O:16][CH3:17])[cH:7][c:8](=[O:15])[n:9]([CH2:12][CH:13]=[O:19])[c:10]2[cH:11]1.